This data is from the Open Reaction Database (ORD), a public repository of structured organic reaction records. The task is: describe an organic reaction: reactants, conditions, products, and yield Starting materials: ClCCl (dichloromethane), [H-].[Al+3].[Li+].[H-].[H-].[H-] (Lithium aluminium hydride), FC=1C=C2C=C(NC2=CC1)C(=O)N(C)OC (5-fluoro-N-methoxy-N-methyl-1H-indole-2-carboxamide), N (ammonia), [H-].[Al+3].[Li+].[H-].[H-].[H-] (lithium aluminium hydride). The solvent is O1CCCC1 (tetrahydrofuran). Reaction conditions: temperature 0 celsius, time 1 hour. Yields the product FC=1C=C2C=C(NC2=CC1)C=O (5-fluoro-1H-indole-2-carbaldehyde). Yield: 103.1%. As a reaction SMILES: [H-].[Al+3].[Li+].[H-].[H-].[H-].[F:7][C:8]1[CH:9]=[C:10]2[C:14](=[CH:15][CH:16]=1)[NH:13][C:12]([C:17](N(OC)C)=[O:18])=[CH:11]2.N.ClCCl>O1CCCC1>[F:7][C:8]1[CH:9]=[C:10]2[C:14](=[CH:15][CH:16]=1)[NH:13][C:12]([CH:17]=[O:18])=[CH:11]2 |f:0.1.2.3.4.5|. Procedure details: Lithium aluminium hydride (0.094 g, 2.488 mmol) was added to a solution of 5-fluoro-N-methoxy-N-methyl-1H-indole-2-carboxamide (0.691 g, 3.11 mmol) in tetrahydrofuran (10 ml) at 0° C. and stirred for 1 hour. The reaction mixture was cooled to 0° C. and 25% ammonia solution was added dropwise to the reaction mixture until lithium aluminium hydride color turn gray to white. Then dichloromethane and cerite was added to the reaction mixture and stirred for 30 min. The mixture was filtered through a ...